Task: describe an organic reaction: reactants, conditions, products, and yield. Dataset: the Open Reaction Database (ORD), a public repository of structured organic reaction records Reported procedure: The reaction of (2S,4R)-4-(4-chlorophenylsulfonyl)-N-(1-cyanocyclopropyl)pyrrolidine-2-carboxamide 7B with 1-(piperidin-1-yl)cyclopropanecarboxylic acid hydrochloride 16A carried out according to the general procedure L yielded (2S,4R)-4-(4-chlorophenylsulfonyl)-N-(1-cyanocyclopropyl)-1-(1-(piperidin-1-yl)cyclopropanecarbonyl)pyrrolidine-2-carboxamide as a light yellow viscous oil (46%). MS ISP (m/e): 505.2/507.2 [(M+H)]+. Reactants: ClC1=CC=C(C=C1)S(=O)(=O)[C@@H]1C[C@H](NC1)C(=O)NC1(CC1)C#N ((2S,4R)-4-(4-chlorophenylsulfonyl)-N-(1-cyanocyclopropyl)pyrrolidine-2-carboxamide), Cl.N1(CCCCC1)C1(CC1)C(=O)O (1-(piperidin-1-yl)cyclopropanecarboxylic acid hydrochloride). Isolated yield 46.0%. Reaction SMILES: [Cl:1][C:2]1[CH:7]=[CH:6][C:5]([S:8]([C@H:11]2[CH2:15][NH:14][C@H:13]([C:16]([NH:18][C:19]3([C:22]#[N:23])[CH2:21][CH2:20]3)=[O:17])[CH2:12]2)(=[O:10])=[O:9])=[CH:4][CH:3]=1.Cl.[N:25]1([C:31]2([C:34](O)=[O:35])[CH2:33][CH2:32]2)[CH2:30][CH2:29][CH2:28][CH2:27][CH2:26]1>>[Cl:1][C:2]1[CH:7]=[CH:6][C:5]([S:8]([C@H:11]2[CH2:15][N:14]([C:34]([C:31]3([N:25]4[CH2:30][CH2:29][CH2:28][CH2:27][CH2:26]4)[CH2:32][CH2:33]3)=[O:35])[C@H:13]([C:16]([NH:18][C:19]3([C:22]#[N:23])[CH2:21][CH2:20]3)=[O:17])[CH2:12]2)(=[O:9])=[O:10])=[CH:4][CH:3]=1 |f:1.2|. Product: ClC1=CC=C(C=C1)S(=O)(=O)[C@@H]1C[C@H](N(C1)C(=O)C1(CC1)N1CCCCC1)C(=O)NC1(CC1)C#N ((2S,4R)-4-(4-chlorophenylsulfonyl)-N-(1-cyanocyclopropyl)-1-(1-(piperidin-1-yl)cyclopropanecarbonyl)pyrrolidine-2-carboxamide). Reactants: C([O-])([O-])=O.[K+].[K+] (potassium carbonate), C(C)OC(CCCOC1=C(C(=C(C=C1)C(C)=O)O)CCC)=O (4-(4-acetyl-3-hydroxy-2-propylphenoxy)butanoic acid ethyl ester), BrCCCBr (1,3-dibromopropane), C([O-])([O-])=O.[K+].[K+] (potassium carbonate). The solvent is CC(=O)C (acetone). The product is C(C)OC(CCCOC1=C(C(=C(C=C1)C(C)=O)OCCCBr)CCC)=O (4-[4-acetyl-3-(3-bromopropoxy)-2-propylphenoxy]butanoic acid ethyl ester). RXN SMILES: [CH2:1]([O:3][C:4](=[O:22])[CH2:5][CH2:6][CH2:7][O:8][C:9]1[CH:14]=[CH:13][C:12]([C:15](=[O:17])[CH3:16])=[C:11]([OH:18])[C:10]=1[CH2:19][CH2:20][CH3:21])[CH3:2].[Br:23][CH2:24][CH2:25][CH2:26]Br.C(=O)([O-])[O-].[K+].[K+]>CC(C)=O>[CH2:1]([O:3][C:4](=[O:22])[CH2:5][CH2:6][CH2:7][O:8][C:9]1[CH:14]=[CH:13][C:12]([C:15](=[O:17])[CH3:16])=[C:11]([O:18][CH2:26][CH2:25][CH2:24][Br:23])[C:10]=1[CH2:19][CH2:20][CH3:21])[CH3:2] |f:2.3.4|. Procedure details: A mixture of 7.6 g of 4-(4-acetyl-3-hydroxy-2-propylphenoxy)butanoic acid ethyl ester, 25 ml 1,3-dibromopropane and 2.0 g of anhydrous potassium carbonate in 200 ml of anhydrous acetone was stirred at reflux. Additional 2.0 g portions of potassium carbonate were added at 3, 7, 21, 47 and 55 hours. After a total reflux time of 78 hours, the reaction mixture was filtered and the filtrate was concentrated in vacuo to yield 4-[4-acetyl-3-(3-bromopropoxy)-2-propylphenoxy]butanoic acid ethyl ester as ... Starting materials: CC(C)(C)OC(=O)N1CCC(=O)CC1, CC(=O)O[BH-](OC(C)=O)OC(C)=O, CC(=O)O, ClCCCl, Nc1ccc2[nH]ccc2c1, [Na+], [Na+], [OH-]. The product is CC(C)(C)OC(=O)N1CCC(Nc2ccc3[nH]ccc3c2)CC1. RXN SMILES: [C:29]([CH3:30])([CH3:31])([CH3:32])[O:33][C:34](=[O:35])[N:36]1[CH2:37][CH2:38][C:39](=[O:42])[CH2:40][CH2:41]1.[C:5]([O:6][BH-:7]([O:8][C:9](=[O:10])[CH3:11])[O:12][C:13](=[O:14])[CH3:15])(=[O:16])[CH3:17].[CH3:1][C:2](=[O:3])[OH:4].[Cl:45][CH2:46][CH2:47][Cl:48].[NH2:19][c:20]1[cH:21][c:22]2[cH:23][cH:24][nH:25][c:26]2[cH:27][cH:28]1.[Na+:18].[Na+:44].[OH-:43]>>[NH:19]([c:20]1[cH:21][c:22]2[cH:23][cH:24][nH:25][c:26]2[cH:27][cH:28]1)[CH:39]1[CH2:38][CH2:37][N:36]([C:34]([O:33][C:29]([CH3:30])([CH3:31])[CH3:32])=[O:35])[CH2:41][CH2:40]1. Starting materials: C(C1=CC=CC=C1)OC=1C=C2C=C(C(OC2=C(C1)Cl)C(F)(F)F)C(=O)OCC (ethyl 6-(benzyloxy)-8-chloro-2-(trifluoromethyl)-2H-chromene-3-carboxylate). Run in [Cl-].[Na+].O (Brine). Product: C(C1=CC=CC=C1)OC=1C=C2C=C(C(OC2=C(C1)Cl)C(F)(F)F)C(=O)O (6-(benzyloxy)-8-chloro-2-(trifluoromethyl)-2H-chromene-3-carboxylic acid). As a reaction SMILES: [CH2:1]([O:8][C:9]1[CH:10]=[C:11]2[C:16](=[C:17]([Cl:19])[CH:18]=1)[O:15][CH:14]([C:20]([F:23])([F:22])[F:21])[C:13]([C:24]([O:26]CC)=[O:25])=[CH:12]2)[C:2]1[CH:7]=[CH:6][CH:5]=[CH:4][CH:3]=1>[Cl-].[Na+].O>[CH2:1]([O:8][C:9]1[CH:10]=[C:11]2[C:16](=[C:17]([Cl:19])[CH:18]=1)[O:15][CH:14]([C:20]([F:23])([F:21])[F:22])[C:13]([C:24]([OH:26])=[O:25])=[CH:12]2)[C:2]1[CH:3]=[CH:4][CH:5]=[CH:6][CH:7]=1 |f:1.2.3|. Procedure: The ester from Step 1 was hydrolyzed via a method similar to that described in Example 9z, Step 3 to give the crude product as a tacky solid. Brine was added and the mixture was extracted with EtOAc (20 mL). The EtOAc solution was dried over MgSO4, filtered and concentrated in vacuo to give the product as a yellow crystalline solid in quantitative yield: ESHRMS m/z 383.0311 (M−H, C18H11ClF3O4, Calc'd 383.0292). 1H NMR (dmso-d6/300 MHz) 13.49 (brs, 1H), 7.90 (s, 1H), 7.34-7.50 (m, 5H), 7.27 (s, 2... Reactants: CC(=O)OI1(C=2C=CC=CC2C(=O)O1)(OC(=O)C)OC(=O)C (Dess-Martin), BrC=1C=CC=2C3=C(C=NC2C1)N=C(N3CCCC(C)O)CCC (5-(7-bromo-2-propyl-1H-imidazo[4,5-c]quinolin-1-yl)pentan-2-ol). Solvent: ClCCl (dichloromethane), S(=S)([O-])[O-].[Na+].[Na+] (sodium thiosulfite). Conditions: time 8 hour. Yields the product BrC=1C=CC=2C3=C(C=NC2C1)N=C(N3CCCC(C)=O)CCC (5-(7-bromo-2-propyl-1H-imidazo[4,5-c]quinolin-1-yl)pentan-2-one). Isolated yield 96.8%. As a reaction SMILES: CC(OI1(OC(C)=O)(OC(C)=O)OC(=O)C2C=CC=CC1=2)=O.[Br:23][C:24]1[CH:25]=[CH:26][C:27]2[C:28]3[N:36]([CH2:37][CH2:38][CH2:39][CH:40]([OH:42])[CH3:41])[C:35]([CH2:43][CH2:44][CH3:45])=[N:34][C:29]=3[CH:30]=[N:31][C:32]=2[CH:33]=1>ClCCl.S([O-])([O-])=S.[Na+].[Na+]>[Br:23][C:24]1[CH:25]=[CH:26][C:27]2[C:28]3[N:36]([CH2:37][CH2:38][CH2:39][C:40](=[O:42])[CH3:41])[C:35]([CH2:43][CH2:44][CH3:45])=[N:34][C:29]=3[CH:30]=[N:31][C:32]=2[CH:33]=1 |f:3.4.5|. Procedure: Dess-Martin periodinan (3.51 g, 8.29 mmol) was added to a solution of 5-(7-bromo-2-propyl-1H-imidazo[4,5-c]quinolin-1-yl)pentan-2-ol (2.6 g, 6.9 mmol) in dichloromethane and stirred overnight at ambient temperature. The reaction mixture was diluted with sodium thiosulfite (2×50 mL) and the layers were separated. The organic layer was dried over magnesium sulfate and concentrated under reduced pressure. The residue was dissolved in dichloromethane, washed with saturated aqueous sodium bicarbonate... Procedure details: Five milliliters of a methanol solution containing 0.6 g (16.0 mmol) of NaBH4 is added dropwise to 10 ml of a methanol solution containing 2.0 g (14 7 mmol) of 2-methoxybenzaldehyde, followed by stirring at room temperature for about 1 hour. After the progress of reaction has been confirmed by thin-layer chromatography, 100 ml of water is poured into the reaction solution to decompose excess NaBH4, followed by extraction with three 30 ml portions of ether. The ether layer is dried over anhydrous... The reactants are COC1=C(C=O)C=CC=C1 (2-methoxybenzaldehyde), CO (methanol), [BH4-].[Na+] (NaBH4), [BH4-].[Na+] (NaBH4), CO (methanol). Run at time 1 hour. Yields the product COC1=C(CO)C=CC=C1 (2-methoxybenzyl alcohol). RXN SMILES: CO.[BH4-].[Na+].[CH3:5][O:6][C:7]1[CH:14]=[CH:13][CH:12]=[CH:11][C:8]=1[CH:9]=[O:10]>O>[CH3:5][O:6][C:7]1[CH:14]=[CH:13][CH:12]=[CH:11][C:8]=1[CH2:9][OH:10] |f:1.2|. Solvent: O (water). The yield is 201.6%. Reactants: ClC=1N=CC2=C(N1)N(C=C2)CC(=O)OCC (ethyl 2-(2-chloro-7H-pyrrolo[2,3-d]pyrimidin-7-yl)acetate), [OH-].[Na+] (NaOH). Run in CCO.O (EtOH H2O). Yields the product ClC=1N=CC2=C(N1)N(C=C2)CC(=O)O (2-(2-chloro-7H-pyrrolo[2,3-d]pyrimidin-7-yl)acetic acid). Yield: 54.2%. RXN SMILES: [Cl:1][C:2]1[N:3]=[CH:4][C:5]2[CH:10]=[CH:9][N:8]([CH2:11][C:12]([O:14]CC)=[O:13])[C:6]=2[N:7]=1.[OH-].[Na+]>CCO.O>[Cl:1][C:2]1[N:3]=[CH:4][C:5]2[CH:10]=[CH:9][N:8]([CH2:11][C:12]([OH:14])=[O:13])[C:6]=2[N:7]=1 |f:1.2,3.4|. Reported procedure: To a solution of ethyl 2-(2-chloro-7H-pyrrolo[2,3-d]pyrimidin-7-yl)acetate (1.25 g, 5.23 mmol) in EtOH/H2O (100 mL) was added NaOH (1.1 g, 26.15 mmol). The reaction mixture was stirred at room temperature until TLC showed completion. The reaction mixture was concentrated and the residue taken up in water (15 mL) and treated with 2M HCl until pH=3 then extracted with EA (2×25 ml). The combined organic layers were washed with brine (100 mL), dried over Na2SO4 and concentrated to yield the title pr... Reactants: CCOCC, OCc1c(C(F)(F)F)nn(-c2ccccc2)c1F, O, BrP(Br)Br. Product: Fc1c(CBr)c(C(F)(F)F)nn1-c1ccccc1. RXN SMILES: [CH3:24][CH2:25][O:26][CH2:27][CH3:28].[F:1][c:2]1[c:3]([CH2:17][OH:18])[c:4]([C:13]([F:14])([F:15])[F:16])[n:5][n:6]1-[c:7]1[cH:8][cH:9][cH:10][cH:11][cH:12]1.[OH2:23].[P:19]([Br:20])([Br:21])[Br:22]>>[F:1][c:2]1[c:3]([CH2:17][Br:20])[c:4]([C:13]([F:14])([F:15])[F:16])[n:5][n:6]1-[c:7]1[cH:8][cH:9][cH:10][cH:11][cH:12]1.